Dataset: the Open Reaction Database (ORD), a public repository of structured organic reaction records. Task: describe an organic reaction: reactants, conditions, products, and yield Reactants: C, NCCN, CO, CC1(C)C(=O)N(C2C3CC4CC(C3)CC2C4)C1c1cccc2c1OCC=CC2, [Pd]. Yields the product CC1(C)C(=O)N(C2C3CC4CC(C3)CC2C4)C1c1cccc2c1OCCCC2. RXN SMILES: [C:35].[CH2:31]([NH2:32])[CH2:33][NH2:34].[CH3:29][OH:30].[CH:1]12[CH:2]([N:11]3[C:12](=[O:28])[C:13]([CH3:26])([CH3:27])[CH:14]3[c:15]3[cH:16][cH:17][cH:18][c:19]4[c:20]3[O:21][CH2:22][CH:23]=[CH:24][CH2:25]4)[CH:3]3[CH2:4][CH:5]([CH2:6][CH:7]([CH2:8]1)[CH2:9]3)[CH2:10]2.[Pd:36]>>[CH:1]12[CH:2]([N:11]3[C:12](=[O:28])[C:13]([CH3:26])([CH3:27])[CH:14]3[c:15]3[cH:16][cH:17][cH:18][c:19]4[c:20]3[O:21][CH2:22][CH2:23][CH2:24][CH2:25]4)[CH:3]3[CH2:4][CH:5]([CH2:6][CH:7]([CH2:8]1)[CH2:9]3)[CH2:10]2. Starting materials: CO, O=[N+]([O-])c1ccc2c(c1)C(O)CCC2. Yields the product Nc1ccc2c(c1)C(O)CCC2. Reaction SMILES: [CH3:15][OH:16].[N+:1]([O-:2])(=[O:3])[c:4]1[cH:5][cH:6][c:7]2[c:12]([cH:13]1)[CH:11]([OH:14])[CH2:10][CH2:9][CH2:8]2>>[NH2:1][c:4]1[cH:5][cH:6][c:7]2[c:12]([cH:13]1)[CH:11]([OH:14])[CH2:10][CH2:9][CH2:8]2. Starting materials: cis-N-2-(4-{4-amino-1-[4-(4-methylpiperazino)cyclohexyl]-1H-pyrazolo [3,4-d]pyrimidin-3-yl}-2-fluorophenyl)-1,3-benzoxazol-2-amine, NC1=C2C(=NC=N1)N(N=C2I)C2CN(CC2)C(CN(C)C)=O (rac-1-[3-(4-amino-3-iodo-1H-pyrazolo[3,4-d]pyrimidin-1-yl)tetrahydro-1H-1-pyrrolyl]-2-(dimethylamino)-1-ethanone), CC1(OB(OC1(C)C)C1=CC=C(C=C1)NC=1OC2=C(N1)C=C(C=C2C)C)C (N2-[4-(4,4,5,5-tetramethyl-1,3,2-dioxaborolan-2-yl)phenyl]-5,7-dimethyl-1,3-benzoxazol-2-amine). The product is NC1=C2C(=NC=N1)N(N=C2C2=CC=C(C=C2)NC=2OC1=C(N2)C=C(C=C1C)C)C1CN(CC1)C(CN(C)C)=O (rac-1-[3-(4-Amino-3-{4-[(5,7-dimethyl-1,3-benzoxazol-2-yl)amino]phenyl}-1H-pyrazolo[3,4-d]pyrimidin-1-yl)tetrahydro-1H-1-pyrrolyl]-2-(dimethylamino)-1-ethanone), powder. Isolated yield 62.0%. As a reaction SMILES: [NH2:1][C:2]1[N:7]=[CH:6][N:5]=[C:4]2[N:8]([CH:12]3[CH2:16][CH2:15][N:14]([C:17](=[O:22])[CH2:18][N:19]([CH3:21])[CH3:20])[CH2:13]3)[N:9]=[C:10](I)[C:3]=12.CC1(C)C(C)(C)OB([C:31]2[CH:36]=[CH:35][C:34]([NH:37][C:38]3[O:39][C:40]4[C:46]([CH3:47])=[CH:45][C:44]([CH3:48])=[CH:43][C:41]=4[N:42]=3)=[CH:33][CH:32]=2)O1>>[NH2:1][C:2]1[N:7]=[CH:6][N:5]=[C:4]2[N:8]([CH:12]3[CH2:16][CH2:15][N:14]([C:17](=[O:22])[CH2:18][N:19]([CH3:21])[CH3:20])[CH2:13]3)[N:9]=[C:10]([C:31]3[CH:32]=[CH:33][C:34]([NH:37][C:38]4[O:39][C:40]5[C:46]([CH3:47])=[CH:45][C:44]([CH3:48])=[CH:43][C:41]=5[N:42]=4)=[CH:35][CH:36]=3)[C:3]=12. Procedure details: rac-1-[3-(4-Amino-3-{4-[(5,7-dimethyl-1,3-benzoxazol-2-yl)amino]phenyl}-1H-pyrazolo[3,4-d]pyrimidin-1-yl)tetrahydro-1H-1-pyrrolyl]-2-(dimethylamino)-1-ethanone was prepared from rac-1-[3-(4-amino-3-iodo-1H-pyrazolo[3,4-d]pyrimidin-1-yl)tetrahydro-1H-1-pyrrolyl]-2-(dimethylamino)-1-ethanone (0.278 g, 0.669 mmol) and N2-[4-(4,4,5,5-tetramethyl-1,3,2-dioxaborolan-2-yl)phenyl]-5,7-dimethyl-1,3-benzoxazol-2-amine (0.305 g, 0.837 mmol) in a manner similar to that used for the preparation of cis-N-2-(4... Reactants: C(C)(C)(C)OC(=O)N[C@@H](CC1=CN(C2=CC=CC=C12)C=O)C(=O)OC (Methyl Nα-tert-Butoxycarbonyl-1-Formyl-L-Tryptophanate), Cl.O1CCOCC1 (hydrogen chloride dioxane). Run in C(Cl)Cl (methylene chloride). Run at time 15 hour. Yields the product Cl.C(=O)N1C=C(C[C@H](N)C(=O)OC)C2=CC=CC=C12 (Methyl 1-Formyl-L-Tryptophanate Hydrochloride). Isolated yield 99.0%. RXN SMILES: C(OC([NH:8][C@H:9]([C:22]([O:24][CH3:25])=[O:23])[CH2:10][C:11]1[C:19]2[C:14](=[CH:15][CH:16]=[CH:17][CH:18]=2)[N:13]([CH:20]=[O:21])[CH:12]=1)=O)(C)(C)C.[ClH:26].O1CCOCC1>C(Cl)Cl>[ClH:26].[CH:20]([N:13]1[C:14]2[C:19](=[CH:18][CH:17]=[CH:16][CH:15]=2)[C:11]([CH2:10][C@@H:9]([C:22]([O:24][CH3:25])=[O:23])[NH2:8])=[CH:12]1)=[O:21] |f:1.2,4.5|. Procedure details: To methylene chloride (200 mL) solution of the compound obtained in Example 28 (8.9 g, 25.7 mmol) was added dropwise 4 mol/L of hydrogen chloride-dioxane (19 mL) at room temperature, and the mixture was allowed to stir for 15 hours. The crystals precipitated were filtered, and washed with diethyl ether, to give the captioned compound (7.2 g, 99%). The reactants are NC1=C(C2=CC=C(C=CC2=C1C(=O)OCC)CC(=O)O)C(=O)OCC (diethyl 2-amino-6-carboxymethyl-azulene-1,3-dicarboxylate), C(C)OP(=O)(OCC)CON (diethoxyphosphorylmethoxylamine). The product is NC1=C(C2=CC=C(C=CC2=C1C(=O)OCC)CC(NOCP(=O)(O)O)=O)C(=O)OCC (Diethyl 2-amino-6-(phosphonomethoxycarbamoyl-methyl)-azulene-1,3-dicarboxylate). RXN SMILES: [NH2:1][C:2]1[C:11]([C:12]([O:14][CH2:15][CH3:16])=[O:13])=[C:10]2[C:4](=[CH:5][CH:6]=[C:7]([CH2:17][C:18]([OH:20])=O)[CH:8]=[CH:9]2)[C:3]=1[C:21]([O:23][CH2:24][CH3:25])=[O:22].C([O:28][P:29]([CH2:34][O:35][NH2:36])([O:31]CC)=[O:30])C>>[NH2:1][C:2]1[C:11]([C:12]([O:14][CH2:15][CH3:16])=[O:13])=[C:10]2[C:4](=[CH:5][CH:6]=[C:7]([CH2:17][C:18](=[O:20])[NH:36][O:35][CH2:34][P:29]([OH:31])([OH:30])=[O:28])[CH:8]=[CH:9]2)[C:3]=1[C:21]([O:23][CH2:24][CH3:25])=[O:22]. Procedure details: In an analogous manner to that described in Example 26, from diethyl 2-amino-6-carboxymethyl-azulene-1,3-dicarboxylate and phosphonomethoxyamine (L. Maier, Phosphorus, Sulfur, and Silicon 1993, Vol. 76, 119-122) the title compound is obtained as an amorphous powder.